From a dataset of the Open Reaction Database (ORD), a public repository of structured organic reaction records. describe an organic reaction: reactants, conditions, products, and yield The reactants are CCC(=O)N(c1ccccc1)C1(c2nnc(CC)o2)CCN(Cc2ccccc2)CC1, CO, [H][H], [Pd]. Product: CCC(=O)N(c1ccccc1)C1(c2nnc(CC)o2)CCNCC1. As a reaction SMILES: [CH2:1]([c:2]1[cH:3][cH:4][cH:5][cH:6][cH:7]1)[N:8]1[CH2:9][CH2:10][C:11]([N:14]([C:15]([CH2:16][CH3:17])=[O:18])[c:19]2[cH:20][cH:21][cH:22][cH:23][cH:24]2)([c:25]2[o:26][c:27]([CH2:30][CH3:31])[n:28][n:29]2)[CH2:12][CH2:13]1.[CH3:34][OH:35].[H:32][H:33].[Pd:36]>>[NH:8]1[CH2:9][CH2:10][C:11]([N:14]([C:15]([CH2:16][CH3:17])=[O:18])[c:19]2[cH:20][cH:21][cH:22][cH:23][cH:24]2)([c:25]2[o:26][c:27]([CH2:30][CH3:31])[n:28][n:29]2)[CH2:12][CH2:13]1. Starting materials: N#Cc1ccncc1, CC(=O)[CH-]C(C)=O, C1CCOC1, CP(C)C, [Cl-], [Li+], [Na+], [Na+], [Na+], [Ni], O=C([O-])CC(O)(CC(=O)[O-])C(=O)[O-], [S-]c1ccccc1, [Mg+]c1ccccc1. The product is c1ccc(-c2ccncc2)cc1. RXN SMILES: [C:21](#[N:22])[c:23]1[cH:24][cH:25][n:26][cH:27][cH:28]1.[CH-:51]([C:52](=[O:53])[CH3:54])[C:55](=[O:56])[CH3:57].[CH2:45]1[O:46][CH2:47][CH2:48][CH2:49]1.[CH3:17][P:18]([CH3:19])[CH3:20].[Cl-:1].[Li+:16].[Na+:29].[Na+:30].[Na+:31].[Ni:50].[OH:32][C:33]([C:34](=[O:35])[O-:36])([CH2:37][C:38](=[O:39])[O-:40])[CH2:41][C:42](=[O:43])[O-:44].[S-:9][c:10]1[cH:11][cH:12][cH:13][cH:14][cH:15]1.[c:2]1([Mg+:8])[cH:3][cH:4][cH:5][cH:6][cH:7]1>>[c:2]1(-[c:23]2[cH:24][cH:25][n:26][cH:27][cH:28]2)[cH:3][cH:4][cH:5][cH:6][cH:7]1. The reactants are carboxylic acid, C(C)OC(CCCCCI)=O (ethyl-6-iodohexanoate), C(C1=CC=CC=C1)(=O)Cl (benzoyl chloride), C(C)OC(CCCCCCI)=O (ethyl-7-iodoheptanoate), C1=C(C=CC2=CC=CC=C12)C(=O)Cl (2-naphthoyl chloride), NO.Cl (NH2OH.HCl). Run in C(C)N(CC)CC (triethylamine). Yields the product ONC(CCCCCC(=O)C1=CC2=CC=CC=C2C=C1)=O (N-Hydroxy-6-(2-naphthoyl)hexanamide). Isolated yield 55.0%. Reaction SMILES: C([O:3][C:4](=O)[CH2:5][CH2:6][CH2:7][CH2:8][CH2:9]I)C.C(OC(=O)CCCCCCI)C.[CH:24]1[C:33]2[C:28](=[CH:29][CH:30]=[CH:31][CH:32]=2)[CH:27]=[CH:26][C:25]=1[C:34](Cl)=[O:35].C(Cl)(=O)C1C=CC=CC=1.[NH2:46][OH:47].Cl>C(N(CC)CC)C>[OH:47][NH:46][C:4](=[O:3])[CH2:5][CH2:6][CH2:7][CH2:8][CH2:9][C:34]([C:25]1[CH:26]=[CH:27][C:28]2[C:33](=[CH:32][CH:31]=[CH:30][CH:29]=2)[CH:24]=1)=[O:35] |f:4.5|. Procedure details: Following the procedure described in Example 18, step 1, 2, 3, but substituting respectively ethyl-6-iodohexanoate for ethyl-7-iodoheptanoate and 2-naphthoyl chloride for benzoyl chloride, and then the resulting carboxylic acid was substituted for 37 in Example 14, step 3, using 1.1 equivalent of NH2OH.HCl and triethylamine each, to afford the title compound 111 in 55% yield. 1H NMR (300 MHz, 20% CD3OD in CDCl3): δ 8.47 (s, 1H), 8.05-7.50 (m, 6H), 3.12 (br t, 2H), 2.15 (br t, 2H), 1.82-1.60 (m, ... Starting materials: [Al+3], CO, [Cl-], [H-], [H-], [H-], [H-], [Li+], [NH4+], C1CCOC1, N#Cc1cc(Oc2ccccc2)ccn1, O. Product: NCc1cc(Oc2ccccc2)ccn1. As a reaction SMILES: [Al+3:2].[CH3:22][OH:23].[Cl-:24].[H-:1].[H-:4].[H-:5].[H-:6].[Li+:3].[NH4+:25].[O:26]1[CH2:27][CH2:28][CH2:29][CH2:30]1.[O:7]([c:8]1[cH:9][cH:10][cH:11][cH:12][cH:13]1)[c:14]1[cH:15][c:16]([C:20]#[N:21])[n:17][cH:18][cH:19]1.[OH2:31]>>[O:7]([c:8]1[cH:9][cH:10][cH:11][cH:12][cH:13]1)[c:14]1[cH:15][c:16]([CH2:20][NH2:21])[n:17][cH:18][cH:19]1. Reported procedure: Compound 25E was prepared from 25D and bb in two steps by a route analogous to that used for the preparation of 1D. HPLC Rt=2.506 min; LCMS Found: (M+H)+=285. Reaction SMILES: Br[CH2:2][C:3]1[C:8](I)=[CH:7][N:6]=[C:5]([Cl:10])[CH:4]=1.[C:11]([N:14]1[C:21]2[CH:22]=[CH:23][CH:24]=[CH:25][C:20]=2[CH:19]=[CH:18]C2N=C(Cl)C(F)=CC=2C1)(=[O:13])[CH3:12]>>[C:11]([N:14]1[C:21]2[CH:22]=[CH:23][CH:24]=[CH:25][C:20]=2[CH:19]=[CH:18][C:8]2[CH:7]=[N:6][C:5]([Cl:10])=[CH:4][C:3]=2[CH2:2]1)(=[O:13])[CH3:12]. The reactants are BrCC1=CC(=NC=C1I)Cl (4-bromomethyl-2-chloro-5-iodo-pyridine), C(C)(=O)N1CC2=C(C=CC3=C1C=CC=C3)N=C(C(=C2)F)Cl (6-Acetyl-2-chloro-3-fluoro-5,6-dihydro-pyrido[3,2-c][1]benzazocine). Product: C(C)(=O)N1CC2=C(C=CC3=C1C=CC=C3)C=NC(=C2)Cl (6-Acetyl-3-chloro-5,6-dihydropyrido[4,3-c][1]benzazocine).